From a dataset of the Open Reaction Database (ORD), a public repository of structured organic reaction records. describe an organic reaction: reactants, conditions, products, and yield Starting materials: NCC1CCCO1, O=C(NC1C2CC3CC(C2)CC1C3)c1cnn(-c2ccccc2)c1Cl. Yields the product O=C(NC1C2CC3CC(C2)CC1C3)c1cnn(-c2ccccc2)c1NCC1CCCO1. Reaction SMILES: [CH2:26]([CH:27]1[CH2:28][CH2:29][CH2:30][O:31]1)[NH2:32].[CH:1]12[CH:2]([NH:11][C:12](=[O:13])[c:14]3[cH:15][n:16][n:17](-[c:20]4[cH:21][cH:22][cH:23][cH:24][cH:25]4)[c:18]3[Cl:19])[CH:3]3[CH2:4][CH:5]([CH2:6][CH:7]([CH2:8]1)[CH2:9]3)[CH2:10]2>>[CH:1]12[CH:2]([NH:11][C:12](=[O:13])[c:14]3[cH:15][n:16][n:17](-[c:20]4[cH:21][cH:22][cH:23][cH:24][cH:25]4)[c:18]3[NH:32][CH2:26][CH:27]3[CH2:28][CH2:29][CH2:30][O:31]3)[CH:3]3[CH2:4][CH:5]([CH2:6][CH:7]([CH2:8]1)[CH2:9]3)[CH2:10]2. Starting materials: Oc1ncccc1Br, O=C1CCC(=O)N1I. Product: Oc1ncc(I)cc1Br. Reaction SMILES: [Br:9][c:10]1[c:11]([OH:16])[n:12][cH:13][cH:14][cH:15]1.[I:1][N:2]1[C:3](=[O:4])[CH2:5][CH2:6][C:7]1=[O:8]>>[I:1][c:14]1[cH:13][n:12][c:11]([OH:16])[c:10]([Br:9])[cH:15]1. Starting materials: CC1([C@]2(C(CC1CC2)=O)CS(=O)(=O)O)C.O[C@H]2[C@@H](C1=CC=C(C=C1C2)C(F)(F)F)N2[C@H](CN(CC2)C2(CCN(CC2)C(=O)OC(C)(C)C)C)C (tert-Butyl 4-{(3S)-4-[(1R,2R)-2-hydroxy-5-(trifluoromethyl)-2,3-dihydro-1H-inden-1-yl]-3-methylpiperazin-1-yl}-4-methylpiperidine-1-carboxylate [(1R)-7,7-dimethyl-2-oxobicyclo [2.2.1]hept-1-yl]methanesulfonic acid salt). The solvent is [OH-].[Na+] (sodium hydroxide). Product: O[C@H]1[C@@H](C2=CC=C(C=C2C1)C(F)(F)F)N1[C@H](CN(CC1)C1(CCN(CC1)C(=O)OC(C)(C)C)C)C (t-Butyl 4-{(3S)-4-[(1R,2R)-2-hydroxy-5-(trifluoromethyl)-2,3-dihydro-1H-inden-1-yl]-3-methylpiperazin-1-yl}-4-methylpiperidine-1-carboxylate). As a reaction SMILES: CC1(C)C2CC[C@]1(CS(O)(=O)=O)C(=O)C2.[OH:16][C@@H:17]1[CH2:25][C:24]2[C:19](=[CH:20][CH:21]=[C:22]([C:26]([F:29])([F:28])[F:27])[CH:23]=2)[C@H:18]1[N:30]1[CH2:35][CH2:34][N:33]([C:36]2([CH3:49])[CH2:41][CH2:40][N:39]([C:42]([O:44][C:45]([CH3:48])([CH3:47])[CH3:46])=[O:43])[CH2:38][CH2:37]2)[CH2:32][C@@H:31]1[CH3:50]>[OH-].[Na+]>[OH:16][C@@H:17]1[CH2:25][C:24]2[C:19](=[CH:20][CH:21]=[C:22]([C:26]([F:29])([F:27])[F:28])[CH:23]=2)[C@H:18]1[N:30]1[CH2:35][CH2:34][N:33]([C:36]2([CH3:49])[CH2:37][CH2:38][N:39]([C:42]([O:44][C:45]([CH3:48])([CH3:47])[CH3:46])=[O:43])[CH2:40][CH2:41]2)[CH2:32][C@@H:31]1[CH3:50] |f:0.1,2.3|. Procedure details: tert-Butyl 4-{(3S)-4-[(1R,2R)-2-hydroxy-5-(trifluoromethyl)-2,3-dihydro-1H-inden-1-yl]-3-methylpiperazin-1-yl}-4-methylpiperidine-1-carboxylate [(1R)-7,7-dimethyl-2-oxobicyclo [2.2.1]hept-1-yl]methanesulfonic acid salt (512 g, 0.701 mol) was dissolved in 1 M aqueous sodium hydroxide (1 L), and the solution was extracted with methylene chloride (2×2 L). The combined organic layers were dried over magnesium sulfate and concentrated. The residue was further dried under high vacuum to give off-white... The reactants are CCN(C(C)C)C(C)C, ClCCl, COC(=O)c1ccc2c(c1)CC(C)(C)C(c1ccc(F)c([N+](=O)[O-])c1)N2, O=C(O)C1CC1, O=P(Cl)(Cl)Cl. Product: COC(=O)c1ccc2c(c1)CC(C)(C)C(c1ccc(F)c(NC(=O)C3CC3)c1)N2. RXN SMILES: [CH:33]([N:34]([CH2:35][CH3:36])[CH:37]([CH3:38])[CH3:39])([CH3:40])[CH3:41].[Cl:47][CH2:48][Cl:49].[F:1][c:2]1[c:3]([N+:24]([O-:25])=[O:26])[cH:4][c:5]([CH:8]2[NH:9][c:10]3[cH:11][cH:12][c:13]([C:20](=[O:21])[O:22][CH3:23])[cH:14][c:15]3[CH2:16][C:17]2([CH3:18])[CH3:19])[cH:6][cH:7]1.[OH:27][C:28](=[O:29])[CH:30]1[CH2:31][CH2:32]1.[P:42]([Cl:43])([Cl:44])([Cl:45])=[O:46]>>[F:1][c:2]1[c:3]([NH:24][C:28](=[O:27])[CH:30]2[CH2:31][CH2:32]2)[cH:4][c:5]([CH:8]2[NH:9][c:10]3[cH:11][cH:12][c:13]([C:20](=[O:21])[O:22][CH3:23])[cH:14][c:15]3[CH2:16][C:17]2([CH3:18])[CH3:19])[cH:6][cH:7]1. The reactants are BrC1=C(C=CC(=C1)F)C1N=C(NC(=C1C(=O)OCC)CBr)C=1SC=CN1 (Ethyl 4-(2-bromo-4-fluorophenyl)-6-(bromomethyl)-2-(thiazol-2-yl)-1,4-dihydropyrimidine-5-carboxylate), Cl.N1CC(OCC1)CC(=O)O (2-(morpholin-2-yl)acetic acid hydrochloride). Yields the product BrC1=C(C=CC(=C1)F)C1C(=C(NC(=N1)C=1SC=CN1)CN1CC(OCC1)CC(=O)O)C(=O)OCC (2-(4-((6-(2-bromo-4-fluorophenyl)-5-(ethoxycarbonyl)-2-(thiazol-2-yl)-3,6-dihydropyrimidin-4-yl)methyl)morpholin-2-yl)acetic acid). Isolated yield 59.2%. Reaction SMILES: [Br:1][C:2]1[CH:7]=[C:6]([F:8])[CH:5]=[CH:4][C:3]=1[CH:9]1[C:14]([C:15]([O:17][CH2:18][CH3:19])=[O:16])=[C:13]([CH2:20]Br)[NH:12][C:11]([C:22]2[S:23][CH:24]=[CH:25][N:26]=2)=[N:10]1.Cl.[NH:28]1[CH2:33][CH2:32][O:31][CH:30]([CH2:34][C:35]([OH:37])=[O:36])[CH2:29]1>>[Br:1][C:2]1[CH:7]=[C:6]([F:8])[CH:5]=[CH:4][C:3]=1[CH:9]1[N:10]=[C:11]([C:22]2[S:23][CH:24]=[CH:25][N:26]=2)[NH:12][C:13]([CH2:20][N:28]2[CH2:33][CH2:32][O:31][CH:30]([CH2:34][C:35]([OH:37])=[O:36])[CH2:29]2)=[C:14]1[C:15]([O:17][CH2:18][CH3:19])=[O:16] |f:1.2|. Procedure: Ethyl 4-(2-bromo-4-fluorophenyl)-6-(bromomethyl)-2-(thiazol-2-yl)-1,4-dihydropyrimidine-5-carboxylate (0.69 g, 1.37 mmol) was reacted with 2-(morpholin-2-yl)acetic acid hydrochloride (0.3 g, 1.65 mmol) according to the procedure as described in Example 3 to give the title compound as a yellow solid (0.46 g, 60%). The compound was characterized by the following spectroscopic data: Starting materials: C1(CCC1)N1CCN(CC1)C1=CC=C(C=C1)[N+](=O)[O-] (1-Cyclobutyl-4-(4-nitrophenyl)piperazine). The reagents and catalysts are [Pd] (Pd/C). Solvent: CCO (EtOH). Conditions: time 24 hour. Yields the product C1(CCC1)N1CCN(CC1)C1=CC=C(N)C=C1 (4-(4-cyclobutylpiperazin-1-yl)aniline). Yield: 98.2%. RXN SMILES: [CH:1]1([N:5]2[CH2:10][CH2:9][N:8]([C:11]3[CH:16]=[CH:15][C:14]([N+:17]([O-])=O)=[CH:13][CH:12]=3)[CH2:7][CH2:6]2)[CH2:4][CH2:3][CH2:2]1>CCO.[Pd]>[CH:1]1([N:5]2[CH2:10][CH2:9][N:8]([C:11]3[CH:16]=[CH:15][C:14]([NH2:17])=[CH:13][CH:12]=3)[CH2:7][CH2:6]2)[CH2:4][CH2:3][CH2:2]1. Reported procedure: To a 250-mL round bottom flasked is added 10% Pd/C (100 mg). The flask was sealed with a septum, and flushed with a slow stream of N2. 1-Cyclobutyl-4-(4-nitrophenyl)piperazine (1 g, 3.83 mmol) was dissolved in EtOH (30 mL) and transferred via syringe into the flask. The flask is again flushed with N2 and then it is fitted with a balloon of hydrogen. An outlet needle is inserted through the septum and the flask is flushed with hydrogen before the outlet needle is removed. The resulting slurry is ... Reactants: FC=1C=C(C=O)C=CC1 (3-fluorobenzaldehyde), Cl.O(C)N (methoxylamine hydrochloride), compound 3-A. The product is CON=CC1=CC(=CC=C1)F (3-Fluorobenzaldehyde O-methyloxime). The yield is 94.0%. RXN SMILES: [F:1][C:2]1[CH:3]=[C:4]([CH:7]=[CH:8][CH:9]=1)[CH:5]=O.Cl.[O:11]([NH2:13])[CH3:12]>>[CH3:12][O:11][N:13]=[CH:5][C:4]1[CH:7]=[CH:8][CH:9]=[C:2]([F:1])[CH:3]=1 |f:1.2|. Reported procedure: Reaction of 3-fluorobenzaldehyde with methoxylamine hydrochloride as described in the preparation of compound 3-A gave the title oxime ether as a clear oil. (94% yield). HPLC indicated a 88:12 mixture of E- and Z-isomer. 1HNMR 400 MHz (CDCl3) δ (ppm): (E-isomer) 3.98 (3H, s, OCH3), 7.03-7.08 (2H, m, aromatics), 7.26-7.36 (2H, m, aromatics), 8.02 (1H, s, CH). Starting materials: CO, Clc1ccc2nc(Cl)ccc2c1, ClCCl, OCCC1CCNCC1. Product: OCCC1CCN(c2ccc3cc(Cl)ccc3n2)CC1. As a reaction SMILES: [CH3:25][OH:26].[Cl:1][c:2]1[n:3][c:4]2[cH:5][cH:6][c:7]([Cl:12])[cH:8][c:9]2[cH:10][cH:11]1.[Cl:22][CH2:23][Cl:24].[NH:13]1[CH2:14][CH2:15][CH:16]([CH2:19][CH2:20][OH:21])[CH2:17][CH2:18]1>>[c:2]1([N:13]2[CH2:14][CH2:15][CH:16]([CH2:19][CH2:20][OH:21])[CH2:17][CH2:18]2)[n:3][c:4]2[cH:5][cH:6][c:7]([Cl:12])[cH:8][c:9]2[cH:10][cH:11]1. Reactants: C(C)(C)(C)OC(=O)N[C@@H]1C(N(CC1)C1=CC=CC=C1C1=CC(=CC=C1)O[Si](C)(C)C(C)(C)C)=O ((S)-3-(tert-Butoxycarbonylamino)-1-[3′-(tert-butyldimethylsilyloxy) biphen-2-yl]-2-oxopyrrolidine), FC(C(=O)O)(F)F (trifluoroacetic acid), C(=O)(O)[O-].[Na+] (NaHCO3). The solvent is C(Cl)Cl (CH2Cl2). Reaction conditions: temperature 0 celsius, time 3 hour. The product is N[C@@H]1C(N(CC1)C1=CC=CC=C1C1=CC(=CC=C1)O[Si](C)(C)C(C)(C)C)=O ((S)-3-Amino-1-[3′-(tert-butyldimethylsilyloxy)biphen-2-yl)-2-oxopyrrolidine). As a reaction SMILES: C(OC([NH:8][C@H:9]1[CH2:13][CH2:12][N:11]([C:14]2[C:19]([C:20]3[CH:25]=[CH:24][CH:23]=[C:22]([O:26][Si:27]([C:30]([CH3:33])([CH3:32])[CH3:31])([CH3:29])[CH3:28])[CH:21]=3)=[CH:18][CH:17]=[CH:16][CH:15]=2)[C:10]1=[O:34])=O)(C)(C)C.FC(F)(F)C(O)=O.C([O-])(O)=O.[Na+]>C(Cl)Cl>[NH2:8][C@H:9]1[CH2:13][CH2:12][N:11]([C:14]2[C:19]([C:20]3[CH:25]=[CH:24][CH:23]=[C:22]([O:26][Si:27]([C:30]([CH3:32])([CH3:31])[CH3:33])([CH3:28])[CH3:29])[CH:21]=3)=[CH:18][CH:17]=[CH:16][CH:15]=2)[C:10]1=[O:34] |f:2.3|. Procedure details: (S)-3-(tert-Butoxycarbonylamino)-1-[3′-(tert-butyldimethylsilyloxy) biphen-2-yl]-2-oxopyrrolidine, as described above in Step E, (888 mg, 1.84 mmol) was dissolved in CH2Cl2 (20 mL), cooled to 0° C., and trifluoroacetic acid (4 mL) was added. After 3 hours, the reaction mixture was poured into saturated aqueous NaHCO3 and extracted with CH2Cl2 (3×). The combined organic extracts were dried over Na2SO4, filtered and concentrated in vacuo, to yield the above-titled compound.